This data is from the Open Reaction Database (ORD), a public repository of structured organic reaction records. The task is: describe an organic reaction: reactants, conditions, products, and yield The reactants are CC1(C)C2CCC1(CS(=O)(=O)O)C(=O)C2, COc1ccccc1CN, Cc1ccccc1, O=C1C(=Cc2ccccc2)N2CCC1CC2. Yields the product COc1ccccc1CN=C1C(=Cc2ccccc2)N2CCC1CC2. Reaction SMILES: [C:27]12([CH2:28][S:29]([OH:30])(=[O:31])=[O:32])[C:33]([CH3:34])([CH3:35])[CH:36]([CH2:37][CH2:38]1)[CH2:39][C:40]2=[O:41].[CH3:17][O:18][c:19]1[c:20]([CH2:21][NH2:22])[cH:23][cH:24][cH:25][cH:26]1.[CH3:42][c:43]1[cH:44][cH:45][cH:46][cH:47][cH:48]1.[c:1]1([CH:7]=[C:8]2[N:9]3[CH2:10][CH2:11][CH:12]([C:13]2=[O:14])[CH2:15][CH2:16]3)[cH:2][cH:3][cH:4][cH:5][cH:6]1>>[c:1]1([CH:7]=[C:8]2[N:9]3[CH2:10][CH2:11][CH:12]([C:13]2=[N:22][CH2:21][c:20]2[c:19]([O:18][CH3:17])[cH:26][cH:25][cH:24][cH:23]2)[CH2:15][CH2:16]3)[cH:2][cH:3][cH:4][cH:5][cH:6]1. Starting materials: Cl (Hydrochloric acid), CN1N=C(C(=C1)CC(=O)OC)OCC=1C=NC(=CC1)OCC=1N=C(SC1)C1=CC=CC=C1 (methyl [1-methyl-3-[6-(2-phenyl-4-thiazolylmethoxy)-3-pyridylmethoxy]-1H-pyrazol-4-yl]acetate), [OH-].[Na+] (sodium hydroxide), O1CCCC1 (tetrahydrofuran). The solvent is C(C)O (ethanol). Conditions: time 3 hour. The product is CN1N=C(C(=C1)CC(=O)O)OCC=1C=NC(=CC1)OCC=1N=C(SC1)C1=CC=CC=C1 ([1-methyl-3-[6-(2-phenyl-4-thiazolylmethoxy)-3-pyridylmethoxy]-1H-pyrazol-4-yl]acetic acid). Isolated yield 89.9%. RXN SMILES: [CH3:1][N:2]1[CH:6]=[C:5]([CH2:7][C:8]([O:10]C)=[O:9])[C:4]([O:12][CH2:13][C:14]2[CH:15]=[N:16][C:17]([O:20][CH2:21][C:22]3[N:23]=[C:24]([C:27]4[CH:32]=[CH:31][CH:30]=[CH:29][CH:28]=4)[S:25][CH:26]=3)=[CH:18][CH:19]=2)=[N:3]1.[OH-].[Na+].O1CCCC1.Cl>C(O)C>[CH3:1][N:2]1[CH:6]=[C:5]([CH2:7][C:8]([OH:10])=[O:9])[C:4]([O:12][CH2:13][C:14]2[CH:15]=[N:16][C:17]([O:20][CH2:21][C:22]3[N:23]=[C:24]([C:27]4[CH:32]=[CH:31][CH:30]=[CH:29][CH:28]=4)[S:25][CH:26]=3)=[CH:18][CH:19]=2)=[N:3]1 |f:1.2|. Reported procedure: A mixture of methyl [1-methyl-3-[6-(2-phenyl-4-thiazolylmethoxy)-3-pyridylmethoxy]-1H-pyrazol-4-yl]acetate (496 mg), 1N aqueous sodium hydroxide solution (3 ml), tetrahydrofuran (6 ml) and ethanol (6 ml) was stirred at room temperature for 3 hrs. 1N Hydrochloric acid (3 ml) was added to the reaction mixture and the mixture was extracted with ethyl acetate. The ethyl acetate layer was washed with saturated brine, dried (MgSO4) and concentrated. The obtained colorless crystals were collected by fi... Starting materials: C(CCCCCCCCC(=O)O)(=O)O (sebacic acid), [OH-].C(CCC)[N+](CCCC)(CCCC)CCCC (tetrabutylammonium hydroxide). The solvent is CO (methanol). Yields the product C(CCCCCCCCC(=O)[O-])(=O)[O-].C(CCC)[N+](CCCC)(CCCC)CCCC.C(CCC)[N+](CCCC)(CCCC)CCCC (Bis(tetrabutylammonium) Sebacate). Reaction SMILES: [C:1]([OH:14])(=[O:13])[CH2:2][CH2:3][CH2:4][CH2:5][CH2:6][CH2:7][CH2:8][CH2:9][C:10]([OH:12])=[O:11].[OH-].[CH2:16]([N+:20]([CH2:29][CH2:30][CH2:31][CH3:32])([CH2:25][CH2:26][CH2:27][CH3:28])[CH2:21][CH2:22][CH2:23][CH3:24])[CH2:17][CH2:18][CH3:19]>CO>[C:1]([O-:14])(=[O:13])[CH2:2][CH2:3][CH2:4][CH2:5][CH2:6][CH2:7][CH2:8][CH2:9][C:10]([O-:12])=[O:11].[CH2:29]([N+:20]([CH2:16][CH2:17][CH2:18][CH3:19])([CH2:21][CH2:22][CH2:23][CH3:24])[CH2:25][CH2:26][CH2:27][CH3:28])[CH2:30][CH2:31][CH3:32].[CH2:29]([N+:20]([CH2:16][CH2:17][CH2:18][CH3:19])([CH2:21][CH2:22][CH2:23][CH3:24])[CH2:25][CH2:26][CH2:27][CH3:28])[CH2:30][CH2:31][CH3:32] |f:1.2,4.5.6|. Procedure: The procedure used was the same as described above by titration of sebacic acid (0.814 g, 4.02×10-3 mol) with 1M tetrabutylammonium hydroxide solution in methanol. After removal of solvent, a quantitative yield (2.75 g) of salt was obtained. FIG. 45 shows a 1H NMR spectrum and FIG. 46 shows a 13C NMR spectrum of the salt in CDCl3. Reactants: BrC(COC1=C(C=NC=C1)OCOC)CBr ((±)-4-(2,3-dibromopropoxy)-3-(methoxymethoxy)pyridine), Cl (HCl). Solvent: C(C)O (ethanol). Reaction conditions: time 8 hour. Yields the product BrC(COC1=C(C=NC=C1)O)CBr ((±)-4-(2,3-dibromopropoxy)-3-pyridinol). The yield is 55.4%. Reaction SMILES: [Br:1][CH:2]([CH2:15][Br:16])[CH2:3][O:4][C:5]1[CH:10]=[CH:9][N:8]=[CH:7][C:6]=1[O:11]COC.Cl>C(O)C>[Br:1][CH:2]([CH2:15][Br:16])[CH2:3][O:4][C:5]1[CH:10]=[CH:9][N:8]=[CH:7][C:6]=1[OH:11]. Procedure: A mixture of intermediate (8) (0.0248 mol), HCl (35.42 ml)and ethanol (40 ml) was stirred at room temperature overnight. The reaction mixture was concentrated under vacuum. The concentrate was cooled on an ice-water bath. The mixture was neutralized with a saturated NaHCO3 solution and extracted with ethyl acetate. The organic layer was dried, filtered and evaporated till dryness. The residue was purified by open column chromatography (eluent: CH2Cl2; CH2Cl2/MeOH (98/2, 96/4 and 90/10)). The pur...